This data is from the Open Reaction Database (ORD), a public repository of structured organic reaction records. The task is: describe an organic reaction: reactants, conditions, products, and yield Reaction SMILES: [C:1]([O:4][C:5]1[CH:6]=[C:7]([CH:10]=[CH:11][C:12]=1[O:13][CH2:14][CH2:15][CH2:16][CH2:17][CH3:18])[CH:8]=[O:9])(=[O:3])[CH3:2].[BH4-].[Na+].Cl>CO>[C:1]([O:4][C:5]1[CH:6]=[C:7]([CH:10]=[CH:11][C:12]=1[O:13][CH2:14][CH2:15][CH2:16][CH2:17][CH3:18])[CH2:8][OH:9])(=[O:3])[CH3:2] |f:1.2|. Yield: 90.0%. Starting materials: [BH4-].[Na+] (Sodium borohydride), C(C)(=O)OC=1C=C(C=O)C=CC1OCCCCC (3-Acetoxy-4-pentyloxy-benzaldehyde), Cl (HCl). The solvent is CO (MeOH). Product: C(C)(=O)OC=1C=C(CO)C=CC1OCCCCC (3-acetoxy-4-pentyloxy-benzyl alcohol). Procedure: 3-Acetoxy-4-pentyloxy-benzaldehyde (0.75 g., 3.0 mmol, 1 equiv.) is dissolved in 15 mL of MeOH, and the mixture cooled to 0° C. Sodium borohydride (0.230 g., 6 mmol., 2 equiv.) is added in portions. After stirring for 30 min., the mixture is neutralized with 1N HCl, and then extracted thrice with ether. The extracts are washed with brine, dried (MgSO4), and evaporated. Chromatography on silica gel using CH2Cl2 /hexane affords 3-acetoxy-4-pentyloxy-benzyl alcohol (12f) (0.680 g., 2.70 mmol., 90%)... Reaction conditions: temperature 0 celsius, time 30 minute. The reactants are CO, CCOC(=O)n1nc(N)c2c1C(C)(C)N(C(=O)OC(C)(C)C)C2, [Na+], [OH-]. Yields the product CC(C)(C)OC(=O)N1Cc2c(N)n[nH]c2C1(C)C. Reaction SMILES: [CH3:26][OH:27].[NH2:1][c:2]1[c:3]2[c:4]([n:5]([C:7]([O:8][CH2:9][CH3:10])=[O:11])[n:6]1)[C:12]([CH3:22])([CH3:23])[N:13]([C:15](=[O:16])[O:17][C:18]([CH3:19])([CH3:20])[CH3:21])[CH2:14]2.[Na+:25].[OH-:24]>>[NH2:1][c:2]1[c:3]2[c:4]([nH:5][n:6]1)[C:12]([CH3:22])([CH3:23])[N:13]([C:15](=[O:16])[O:17][C:18]([CH3:19])([CH3:20])[CH3:21])[CH2:14]2. Reactants: ClC1=C(C(=CC=C1)F)C1=NOC(=C1C(=O)NNC=O)C=1C=NN(C1C(F)(F)F)C1=CC(=CC=C1)Cl (3-(2-chloro-6-fluorophenyl)-5-(1-(3-chlorophenyl)-5-(tri fluoromethyl)-1H-pyrazol-4-yl)-N′-formyl isoxazole-4-carbohydrazide), COC=1C=CC(=CC1)P2(=S)SP(=S)(S2)C=3C=CC(=CC3)OC (Lawesson's Reagent). The solvent is ClCCl (dichloromethane), O1CCOCC1 (dioxane). Product: ClC1=C(C(=CC=C1)F)C1=NOC(=C1C=1SC=NN1)C=1C=NN(C1C(F)(F)F)C1=CC(=CC=C1)Cl (3-(2-chloro-6-fluorophenyl)-5-(1-(3-chlorophenyl)-5-(trifluoromethyl)-1H-pyrazol-4-yl)-4-(1,3,4-thiadiazol-2-yl)isoxazole). The yield is 31.0%. RXN SMILES: [Cl:1][C:2]1[CH:7]=[CH:6][CH:5]=[C:4]([F:8])[C:3]=1[C:9]1[C:13]([C:14]([NH:16][NH:17][CH:18]=O)=O)=[C:12]([C:20]2[CH:21]=[N:22][N:23]([C:29]3[CH:34]=[CH:33][CH:32]=[C:31]([Cl:35])[CH:30]=3)[C:24]=2[C:25]([F:28])([F:27])[F:26])[O:11][N:10]=1.COC1C=CC(P2(SP(C3C=CC(OC)=CC=3)(=S)S2)=[S:45])=CC=1>O1CCOCC1.ClCCl>[Cl:1][C:2]1[CH:7]=[CH:6][CH:5]=[C:4]([F:8])[C:3]=1[C:9]1[C:13]([C:14]2[S:45][CH:18]=[N:17][N:16]=2)=[C:12]([C:20]2[CH:21]=[N:22][N:23]([C:29]3[CH:34]=[CH:33][CH:32]=[C:31]([Cl:35])[CH:30]=3)[C:24]=2[C:25]([F:28])([F:27])[F:26])[O:11][N:10]=1. Reported procedure: 3-(2-chloro-6-fluorophenyl)-5-(1-(3-chlorophenyl)-5-(trifluoromethyl)-1H-pyrazol-4-yl)isoxazole-4-carbohydrazide (85 mg, 0.2 mmol) was treated with formic acid (6.4 μL, 0.2 mmol). The mixture was stirred at r.t. for 72 h. To the reaction mixture was added water, the resulting precipitate was collected, washed with water and dried in vacuum to give 61 mg of the intermediate as a colorless solid. To a solution of the intermediate 3-(2-chloro-6-fluorophenyl)-5-(1-(3-chlorophenyl)-5-(tri fluoromethy... Procedure: To a chilled solution of Intermediate (v), (2S,3′R)-2-methyl-[1,3′]bipyrrolidinyl-1′-carboxylic acid tert-butyl ester, (2.51 g, 9.87 mmol) in 1,4-dioxane (9 mL) at 0° C. was added 4N HCl in dioxane (6 mL) and allowed to stir for 20 h at ambient temperature. The reaction mixture was concentrated to afford an oil which was dried under high vacuum to obtain 2.29 g of the title compound. RXN SMILES: C(OC([N:8]1[CH2:12][CH2:11][C@@H:10]([N:13]2[CH2:17][CH2:16][CH2:15][C@@H:14]2[CH3:18])[CH2:9]1)=O)(C)(C)C.[ClH:19]>O1CCOCC1>[ClH:19].[ClH:19].[CH3:18][C@H:14]1[CH2:15][CH2:16][CH2:17][N:13]1[C@@H:10]1[CH2:11][CH2:12][NH:8][CH2:9]1 |f:3.4.5|. Solvent: O1CCOCC1 (1,4-dioxane), O1CCOCC1 (dioxane). The product is Cl.Cl.C[C@@H]1N(CCC1)[C@H]1CNCC1 ((2S,3′R)-2-Methyl-[1,3′]bipyrrolidinyl dihydrochloride). Run at time 20 hour. Reactants: Intermediate ( v ), C(C)(C)(C)OC(=O)N1C[C@@H](CC1)N1[C@H](CCC1)C ((2S,3′R)-2-methyl-[1,3′]bipyrrolidinyl-1′-carboxylic acid tert-butyl ester), Cl (HCl). Reactants: CN(C)C=O, Cl, N#CC(CCCC(F)(F)F)S(=O)(=O)CCC(F)(F)F, [H-], CI, [Na+]. Product: CC(C#N)(CCCC(F)(F)F)S(=O)(=O)CCC(F)(F)F. RXN SMILES: [CH3:25][N:26]([CH3:27])[CH:28]=[O:29].[ClH:24].[F:3][C:4]([CH2:5][CH2:6][CH2:7][CH:8]([C:9]#[N:10])[S:11](=[O:12])(=[O:13])[CH2:14][CH2:15][C:16]([F:17])([F:18])[F:19])([F:20])[F:21].[H-:22].[I:1][CH3:2].[Na+:23]>>[CH3:2][C:8]([CH2:7][CH2:6][CH2:5][C:4]([F:3])([F:20])[F:21])([C:9]#[N:10])[S:11](=[O:12])(=[O:13])[CH2:14][CH2:15][C:16]([F:17])([F:18])[F:19]. The reactants are C1(CC1)C=1N=CC(=NC1)O[C@@H]1C[C@@H]2N(CCNC2)C1 ((7R,8aS)-7-[(5-cyclopropylpyrazin-2-yl)oxy]octahydropyrrolo[1,2-a]pyrazine), C(C)(C)(C)C=1C=C(C=CC1OC)S(=O)(=O)Cl (3-tert-butyl-4-methoxybenzene-1-sulfonyl chloride), C(C)(C)N(CC)C(C)C (diisopropylethylamine), O (Water). Run in ClCCl (dichloromethane). Run at time 90 minute. The product is C(C)(C)(C)C=1C=C(C=CC1OC)S(=O)(=O)N1C[C@H]2N(CC1)C[C@@H](C2)OC2=NC=C(N=C2)C2CC2 ((7R,8aS)-2-[(3-tert-butyl-4-methoxyphenyl)sulfonyl]-7-[(5-cyclopropylpyrazin-2-yl)oxy]octahydropyrrolo[1,2-a]pyrazine). RXN SMILES: [CH:1]1([C:4]2[N:5]=[CH:6][C:7]([O:10][C@H:11]3[CH2:19][N:14]4[CH2:15][CH2:16][NH:17][CH2:18][C@@H:13]4[CH2:12]3)=[N:8][CH:9]=2)[CH2:3][CH2:2]1.[C:20]([C:24]1[CH:25]=[C:26]([S:32](Cl)(=[O:34])=[O:33])[CH:27]=[CH:28][C:29]=1[O:30][CH3:31])([CH3:23])([CH3:22])[CH3:21].C(N(C(C)C)CC)(C)C.O>ClCCl>[C:20]([C:24]1[CH:25]=[C:26]([S:32]([N:17]2[CH2:16][CH2:15][N:14]3[CH2:19][C@H:11]([O:10][C:7]4[CH:6]=[N:5][C:4]([CH:1]5[CH2:3][CH2:2]5)=[CH:9][N:8]=4)[CH2:12][C@H:13]3[CH2:18]2)(=[O:34])=[O:33])[CH:27]=[CH:28][C:29]=1[O:30][CH3:31])([CH3:23])([CH3:21])[CH3:22]. Procedure details: To a solution of the product from Example 27B (30 mg, 0.115 mmol) in dichloromethane (1 mL) was added 3-tert-butyl-4-methoxybenzene-1-sulfonyl chloride (36 mg, 0.138 mmol) and diisopropylethylamine (0.040 mL, 0.23 mmol). The resulting mixture was stirred at room temperature for 90 minutes. Water (2 mL) was added, and the mixture was extracted with dichloromethane (2×2 mL). The combined organic layers were dried over Na2SO4, filtered and concentrated in vacuo to give a crude product. Purification... The reactants are SCc1ccccc1Cl, C#Cc1ccc(Cl)cc1, [Na]. The product is Clc1ccc(C=CSCc2ccccc2Cl)cc1. As a reaction SMILES: [Cl:10][c:11]1[c:12]([CH2:13][SH:14])[cH:15][cH:16][cH:17][cH:18]1.[Cl:1][c:2]1[cH:3][cH:4][c:5]([C:8]#[CH:9])[cH:6][cH:7]1.[Na:19]>>[Cl:1][c:2]1[cH:3][cH:4][c:5]([CH:8]=[CH:9][S:14][CH2:13][c:12]2[c:11]([Cl:10])[cH:18][cH:17][cH:16][cH:15]2)[cH:6][cH:7]1. Yields the product N#Cc1nc(Cl)ccc1N. RXN SMILES: [CH3:13][C:14](=[O:15])[OH:16].[Cl:1][c:2]1[cH:3][cH:4][c:5]([N+:10]([O-:11])=[O:12])[c:6]([C:8]#[N:9])[n:7]1.[Na+:23].[Na+:24].[O:25]=[P:26]12[O:27][P:28]3(=[O:38])[O:29][P:30](=[O:36])([O:31][P:32](=[O:35])([O:33]3)[O:34]1)[O:37]2.[OH2:39].[S:17]([S:18]([O-:19])=[O:20])([O-:21])=[O:22]>>[Cl:1][c:2]1[cH:3][cH:4][c:5]([NH2:10])[c:6]([C:8]#[N:9])[n:7]1. Starting materials: CC(=O)O, N#Cc1nc(Cl)ccc1[N+](=O)[O-], [Na+], [Na+], O=P12OP3(=O)OP(=O)(O1)OP(=O)(O2)O3, O, O=S([O-])S(=O)[O-].